This data is from the Open Reaction Database (ORD), a public repository of structured organic reaction records. The task is: describe an organic reaction: reactants, conditions, products, and yield Starting materials: BrC=1C=C(C=CC1)CC(=O)OCC (ethyl 3-bromophenylacetate), C(=C)[Sn](CCCC)(CCCC)CCCC (vinyltributyltin). Reagents/catalysts: C=1C=CC(=CC1)[P](C=2C=CC=CC2)(C=3C=CC=CC3)[Pd]([P](C=4C=CC=CC4)(C=5C=CC=CC5)C=6C=CC=CC6)([P](C=7C=CC=CC7)(C=8C=CC=CC8)C=9C=CC=CC9)[P](C=1C=CC=CC1)(C=1C=CC=CC1)C=1C=CC=CC1 (Pd(PPh3)4). Solvent: CN(C)C=O (DMF). Reaction conditions: temperature 90 celsius. Product: C(=C)C=1C=C(C=CC1)CC(=O)OCC (ethyl 3-vinylphenylacetate). RXN SMILES: Br[C:2]1[CH:3]=[C:4]([CH2:8][C:9]([O:11][CH2:12][CH3:13])=[O:10])[CH:5]=[CH:6][CH:7]=1.[CH:14]([Sn](CCCC)(CCCC)CCCC)=[CH2:15]>CN(C=O)C.C1C=CC([P]([Pd]([P](C2C=CC=CC=2)(C2C=CC=CC=2)C2C=CC=CC=2)([P](C2C=CC=CC=2)(C2C=CC=CC=2)C2C=CC=CC=2)[P](C2C=CC=CC=2)(C2C=CC=CC=2)C2C=CC=CC=2)(C2C=CC=CC=2)C2C=CC=CC=2)=CC=1>[CH:14]([C:2]1[CH:3]=[C:4]([CH2:8][C:9]([O:11][CH2:12][CH3:13])=[O:10])[CH:5]=[CH:6][CH:7]=1)=[CH2:15] |^1:37,39,58,77|. Reported procedure: A mixture of 1.0 mmol of ethyl 3-bromophenylacetate, 1.5 mmol of vinyltributyltin, and 0.1 mmol of Pd(PPh3)4 in 4 mL DMF was stirred and heated at 90° C. for 1-16 h. Chromatography provided ethyl 3-vinylphenylacetate.